From a dataset of the Open Reaction Database (ORD), a public repository of structured organic reaction records. describe an organic reaction: reactants, conditions, products, and yield Reaction SMILES: [C:1]1([CH:7]2[C:15]3[C:10](=[CH:11][CH:12]=[CH:13][CH:14]=3)[C:9](=O)[CH2:8]2)[CH:6]=[CH:5][CH:4]=[CH:3][CH:2]=1.CO.C(=O)([O-])[O-].[K+].[K+].Cl.[NH2:26][OH:27]>O>[OH:27][N:26]=[C:9]1[C:10]2[C:15](=[CH:14][CH:13]=[CH:12][CH:11]=2)[CH:7]([C:1]2[CH:6]=[CH:5][CH:4]=[CH:3][CH:2]=2)[CH2:8]1 |f:2.3.4,5.6|. Procedure: A mixture of 3-phenylindan-1-one (80 g), methanol (935 ml), water (90 ml), potassium carbonate (103.8 g), and hydroxylamine HCl (104.3 g) was heated at reflux for 16 hours, then poured into ice-water: the title compound was filtered, washed with water, with a small portion of ether, then dried in air. Yield: 74.7 g; m.p. 133°-139°. Product: ON=C1CC(C2=CC=CC=C12)C1=CC=CC=C1 (2,3-Dihydro-1-(hydroxyimino)-3-phenyl-1H-indene). Reactants: C1(=CC=CC=C1)C1CC(C2=CC=CC=C12)=O (3-phenylindan-1-one), CO (methanol), C([O-])([O-])=O.[K+].[K+] (potassium carbonate), Cl.NO (hydroxylamine HCl), ice water. Run in O (water). Starting materials: OC1=NCCCCC1, COc1ccc(CC#N)cc1, COC, C1=NCCCN2CCCCC12. Yields the product COc1ccc(C(C#N)=C2CCCCCN2)cc1. RXN SMILES: [C:4]1([OH:11])=[N:10][CH2:9][CH2:8][CH2:7][CH2:6][CH2:5]1.[CH3:12][O:13][c:14]1[cH:15][cH:16][c:17]([CH2:18][C:19]#[N:20])[cH:21][cH:22]1.[CH3:1][O:2][CH3:3].[N:23]12[CH2:24][CH2:25][CH2:26][CH2:27][CH:28]1[CH:29]=[N:30][CH2:31][CH2:32][CH2:33]2>>[C:4]1(=[C:18]([c:17]2[cH:16][cH:15][c:14]([O:13][CH3:12])[cH:22][cH:21]2)[C:19]#[N:20])[CH2:5][CH2:6][CH2:7][CH2:8][CH2:9][NH:10]1. The reactants are CuBr, Br (HBr), N(=O)[O-].[Na+] (NaNO2), FC(C(=O)[O-])(F)F.C(C)OC(=O)C=1C=NN2C1C(=C(C=C2)[NH3+])F (3-(ethoxycarbonyl)-4-fluoropyrazolo[1,5-a]pyridin-5-aminium 2,2,2-trifluoroacetate), Br (HBr). The solvent is O (water). Run at time 1 hour. The product is BrC1=C(C=2N(C=C1)N=CC2C(=O)OCC)F (ethyl 5-bromo-4-fluoropyrazolo[1,5-a]pyridine-3-carboxylate). RXN SMILES: N([O-])=O.[Na+].FC(F)(F)C([O-])=O.[CH2:12]([O:14][C:15]([C:17]1[CH:18]=[N:19][N:20]2[CH:25]=[CH:24][C:23]([NH3+])=[C:22]([F:27])[C:21]=12)=[O:16])[CH3:13].[BrH:28]>O>[Br:28][C:23]1[CH:24]=[CH:25][N:20]2[N:19]=[CH:18][C:17]([C:15]([O:14][CH2:12][CH3:13])=[O:16])=[C:21]2[C:22]=1[F:27] |f:0.1,2.3|. Reported procedure: NaNO2 (2.26 g, 32.89 mmol) in water (7 mL) was added dropwise at 0° C. to a solution of 3-(ethoxycarbonyl)-4-fluoropyrazolo[1,5-a]pyridin-5-aminium 2,2,2-trifluoroacetate (7 g, 97.5 mmol) in aq.47% HBr (56 mL) and continued stirring at same temperature for 30 min. CuBr (6.29 g, 44 mmol) in aq.47% HBr (56 mL) was added dropwise to above solution at 0° C. and stirring was continued at 28° C. for 1 hr. Reaction mixture was quenched with ice water, extracted into EtOAc, washed it with water followed... Reactants: NC1=NC=C(C(=N1)N)CC1=CC(=C(C(=C1)OC)OC)O (2,4-diamino-5-(3-hydroxy-4,5-dimethoxybenzyl)pyrimidine), C(\C=C\C)(=O)O (crotonic acid), [OH-].[NH4+] (ammonium hydroxide). The solvent is polyphosphoric acid. Product: NC1=NC=C(C(=N1)N)CC1=CC(=C(C2=C1C(CC(O2)C)=O)OC)OC (2,4-Diamino-5-(3,4-dihydro-7,8-dimethoxy-2-methyl-4-oxo-2H-1-benzopyran-5-ylmethyl)pyrimidine). The yield is 29.0%. RXN SMILES: [NH2:1][C:2]1[N:7]=[C:6]([NH2:8])[C:5]([CH2:9][C:10]2[CH:15]=[C:14]([O:16][CH3:17])[C:13]([O:18][CH3:19])=[C:12]([OH:20])[CH:11]=2)=[CH:4][N:3]=1.[C:21](O)(=[O:25])/[CH:22]=[CH:23]/[CH3:24].[OH-].[NH4+]>>[NH2:1][C:2]1[N:7]=[C:6]([NH2:8])[C:5]([CH2:9][C:10]2[C:11]3[C:21](=[O:25])[CH2:22][CH:23]([CH3:24])[O:20][C:12]=3[C:13]([O:18][CH3:19])=[C:14]([O:16][CH3:17])[CH:15]=2)=[CH:4][N:3]=1 |f:2.3|. Reported procedure: A mixture of 2,4-diamino-5-(3-hydroxy-4,5-dimethoxybenzyl)pyrimidine (2.76 g, 0.01 mole) and crotonic acid (0.87 g, 0.01 mole) in polyphosphoric acid (27 g) was stirred and heated on a steam bath for 4 hr. The reaction mixture was cooled to 50° and poured onto ice (100 g) with stirring. The resulting solution was basified to pH 8.0 with concentrated ammonium hydroxide, giving a suspension which was then extracted with methylene chloride (3×100 mL). The combined extracts were washed with 0.1N sod... The reactants are COc2ccc1ccccc1c2 (substrate), CC(C)N(C(=O)c1ccc([Zn](C)(C)(C)([Li])[Li])cc1)C(C)C (effective_coupling_partner). Reagents/catalysts: PCy3. Conditions: temperature 25 celsius, time 9 hour. Product: CC(C)N(C(=O)c3ccc(c2ccc1ccccc1c2)cc3)C(C)C. Reactants: ClC1=C(C=CC(=C1F)S(=O)(=O)C1=CC=C(C=C1)C(N(C)C)=O)NC([C@@](C(F)(F)F)(C)O)=O ((R)-N-{2-chloro-3-fluoro-4-[4-(N,N-dimethylcarbamoyl)phenylsulphonyl]phenyl}-2-hydroxy-2-methyl-3,3,3-trifluoropropanamide), OCCS (2-hydroxyethanethiol), C[O-].[Na+] (sodium methoxide). Solvent: CN1CCCC1=O (NMP), [Cl-].[Na+].O (brine). Run at temperature 120 celsius. The product is ClC1=C(C=CC(=C1SCCO)S(=O)(=O)C1=CC=C(C=C1)C(N(C)C)=O)NC([C@@](C(F)(F)F)(C)O)=O ((R)-N-{2-Chloro-3-(2-hydroxyethylthio)-4-[4-(N,N-dimethylcarbamoyl)phenylsulphonyl]phenyl}-2-hydroxy-2-methyl-3,3,3-trifluoropropanamide). Isolated yield 12.0%. Reaction SMILES: [Cl:1][C:2]1[C:7](F)=[C:6]([S:9]([C:12]2[CH:17]=[CH:16][C:15]([C:18](=[O:22])[N:19]([CH3:21])[CH3:20])=[CH:14][CH:13]=2)(=[O:11])=[O:10])[CH:5]=[CH:4][C:3]=1[NH:23][C:24](=[O:32])[C@:25]([OH:31])([CH3:30])[C:26]([F:29])([F:28])[F:27].[OH:33][CH2:34][CH2:35][SH:36].C[O-].[Na+]>CN1C(=O)CCC1.[Cl-].[Na+].O>[Cl:1][C:2]1[C:7]([S:36][CH2:35][CH2:34][OH:33])=[C:6]([S:9]([C:12]2[CH:13]=[CH:14][C:15]([C:18](=[O:22])[N:19]([CH3:20])[CH3:21])=[CH:16][CH:17]=2)(=[O:11])=[O:10])[CH:5]=[CH:4][C:3]=1[NH:23][C:24](=[O:32])[C@:25]([OH:31])([CH3:30])[C:26]([F:28])([F:27])[F:29] |f:2.3,5.6.7|. Procedure details: To (R)-N-{2-chloro-3-fluoro-4-[4-(N,N-dimethylcarbamoyl)phenylsulphonyl]phenyl}-2-hydroxy-2-methyl-3,3,3-trifluoropropanamide (Example 18) (600 mg), as a solution in NMP (5 ml), was added 2-hydroxyethanethiol (0.1 ml) and sodium methoxide (0.65 g), and the reaction mixture was heated at 120° C. overnight under an argon atmosphere. The solution was diluted with saturated brine and extracted with ether (3×30 ml). The ether extracts were combined and dried. The volatile material was removed by evap...